From a dataset of the Open Reaction Database (ORD), a public repository of structured organic reaction records. describe an organic reaction: reactants, conditions, products, and yield Starting materials: CC(Br)C(=O)c1cc(C(C)(C)C)c(O)c(C(C)(C)C)c1, CN1CCCC1=O, Cl, [K+], [OH-], O, Cc1ccc(O)c(-n2nc3ccccc3n2)c1. Product: Cc1ccc(OC(C)C(=O)c2cc(C(C)(C)C)c(O)c(C(C)(C)C)c2)c(-n2nc3ccccc3n2)c1. Reaction SMILES: [Br:20][CH:21]([C:22](=[O:23])[c:24]1[cH:25][c:26]([C:35]([CH3:36])([CH3:37])[CH3:38])[c:27]([OH:34])[c:28]([C:30]([CH3:31])([CH3:32])[CH3:33])[cH:29]1)[CH3:39].[CH3:41][N:42]1[CH2:43][CH2:44][CH2:45][C:46]1=[O:47].[ClH:40].[K+:19].[OH-:18].[OH2:48].[n:1]1[n:2](-[c:10]2[c:11]([OH:17])[cH:12][cH:13][c:14]([CH3:16])[cH:15]2)[n:3][c:4]2[c:5]1[cH:6][cH:7][cH:8][cH:9]2>>[n:1]1[n:2](-[c:10]2[c:11]([O:17][CH:21]([C:22](=[O:23])[c:24]3[cH:25][c:26]([C:35]([CH3:36])([CH3:37])[CH3:38])[c:27]([OH:34])[c:28]([C:30]([CH3:31])([CH3:32])[CH3:33])[cH:29]3)[CH3:39])[cH:12][cH:13][c:14]([CH3:16])[cH:15]2)[n:3][c:4]2[c:5]1[cH:6][cH:7][cH:8][cH:9]2. Reactants: CCOC(=O)C(=O)OCC, C1CCOC1, CC(C)[N-]C(C)C, [Li+], CCC(=NO)c1cccs1. Product: CCOC(=O)C(=O)C(C)C(=NO)c1cccs1. Reaction SMILES: [C:19]([C:20]([O:22][CH2:21][CH3:23])=[O:24])(=[O:25])[O:26][CH2:27][CH3:28].[CH2:29]1[O:30][CH2:31][CH2:32][CH2:33]1.[CH3:12][CH:13]([N-:14][CH:15]([CH3:16])[CH3:17])[CH3:18].[Li+:11].[s:1]1[c:2]([C:6]([CH2:7][CH3:8])=[N:9][OH:10])[cH:3][cH:4][cH:5]1>>[s:1]1[c:2]([C:6]([CH:7]([CH3:8])[C:20]([C:19](=[O:25])[O:26][CH2:27][CH3:28])=[O:22])=[N:9][OH:10])[cH:3][cH:4][cH:5]1. Starting materials: C(C)(=O)OC1=CC=C(C=C)C=C1 (4-acetoxystyrene), solution, [OH-].[Na+] (sodium hydroxide), Cl (HCl). The solvent is O1CCCC1 (tetrahydrofuran). Run at time 1 hour. Yields the product C(=C)C1=CC=C(C=C1)O (4-vinylphenol). Yield: 105.3%. Reaction SMILES: C([O:4][C:5]1[CH:12]=[CH:11][C:8]([CH:9]=[CH2:10])=[CH:7][CH:6]=1)(=O)C.[OH-].[Na+].Cl>O1CCCC1>[CH:9]([C:8]1[CH:11]=[CH:12][C:5]([OH:4])=[CH:6][CH:7]=1)=[CH2:10] |f:1.2|. Procedure details: Option 2: To a 250 ml round bottom flask under argon and fitted with a stir bar was added 4-acetoxystyrene (15.00 g, 92.6 mmol), tetrahydrofuran (0.97 M), and 5 M solution of sodium hydroxide (aq.) (93 ml), all of which were freshly sparged with argon. The reaction flask was sealed and the reaction was stirred at room temperature for one hour or until the reaction was complete as indicated by TLC (SiO2: Rf=0.7, 30% ethyl acetate/hexanes). The crude reaction mixture was chilled to 0° C., at which... Starting materials: C1CCOC1, C1CCOC1, CCOC(C)=O, CCN(C(C)C)C(C)C, O=C(Cl)Oc1ccc([N+](=O)[O-])cc1, ClCCl, N#N, Cc1cc(N)on1, CCOC(=O)N1CCN(Cc2ccc(F)c(CN)c2)CC1. Product: CCOC(=O)N1CCN(Cc2ccc(F)c(CNC(=O)Nc3cc(C)no3)c2)CC1. As a reaction SMILES: [CH2:53]1[O:54][CH2:55][CH2:56][CH2:57]1.[CH2:64]1[O:65][CH2:66][CH2:67][CH2:68]1.[CH3:58][CH2:59][O:60][C:61](=[O:62])[CH3:63].[CH:8]([N:9]([CH2:10][CH3:11])[CH:12]([CH3:13])[CH3:14])([CH3:15])[CH3:16].[Cl:19][C:20](=[O:21])[O:22][c:23]1[cH:24][cH:25][c:26]([N+:27]([O-:28])=[O:29])[cH:30][cH:31]1.[Cl:69][CH2:70][Cl:71].[N:17]#[N:18].[NH2:1][c:2]1[cH:3][c:4]([CH3:7])[n:5][o:6]1.[NH2:32][CH2:33][c:34]1[cH:35][c:36]([CH2:37][N:38]2[CH2:39][CH2:40][N:41]([C:44](=[O:45])[O:46][CH2:47][CH3:48])[CH2:42][CH2:43]2)[cH:49][cH:50][c:51]1[F:52]>>[NH:1]([c:2]1[cH:3][c:4]([CH3:7])[n:5][o:6]1)[C:20](=[O:21])[NH:32][CH2:33][c:34]1[cH:35][c:36]([CH2:37][N:38]2[CH2:39][CH2:40][N:41]([C:44](=[O:45])[O:46][CH2:47][CH3:48])[CH2:42][CH2:43]2)[cH:49][cH:50][c:51]1[F:52]. Reactants: O=C1CCC(=O)N1Cl, Clc1cc(Cl)cc(-c2cc[nH]n2)c1, ClCCl. The product is Clc1cc(Cl)cc(-c2n[nH]cc2Cl)c1. As a reaction SMILES: [Cl:14][N:15]1[C:16](=[O:17])[CH2:18][CH2:19][C:20]1=[O:21].[Cl:1][c:2]1[cH:3][c:4](-[c:9]2[n:10][nH:11][cH:12][cH:13]2)[cH:5][c:6]([Cl:8])[cH:7]1.[Cl:22][CH2:23][Cl:24]>>[Cl:1][c:2]1[cH:3][c:4](-[c:9]2[n:10][nH:11][cH:12][c:13]2[Cl:14])[cH:5][c:6]([Cl:8])[cH:7]1. Starting materials: CC(C)c1cc(S(=O)(=O)Cl)c(C(C)C)cc1Br, N. The product is CC(C)c1cc(S(N)(=O)=O)c(C(C)C)cc1Br. RXN SMILES: [Br:2][c:3]1[cH:4][c:5]([CH:16]([CH3:17])[CH3:18])[c:6]([S:12](=[O:13])(=[O:14])[Cl:15])[cH:7][c:8]1[CH:9]([CH3:10])[CH3:11].[NH3:1]>>[NH2:1][S:12]([c:6]1[c:5]([CH:16]([CH3:17])[CH3:18])[cH:4][c:3]([Br:2])[c:8]([CH:9]([CH3:10])[CH3:11])[cH:7]1)(=[O:13])=[O:14]. Starting materials: FC(C1=CC=C(OC2=CC=C(OC(C(=O)F)C)C=C2)C=C1)(F)F (2-[4-(4-trifluoromethylphenoxy)phenoxy]propionic acid fluoride), [Tl] (thallium), C1(CC(C1)=O)=O (cyclobutane-1,3-dione). The product is FC(C1=CC=C(OC2=CC=C(OC(C(=O)C3C(CC3=O)=O)C)C=C2)C=C1)(F)F (2-[[2-[4-(4-trifluoromethylphenoxy)phenoxy]propionyl]]cyclobutane-1,3-dione). Reaction SMILES: [F:1][C:2]([F:23])([F:22])[C:3]1[CH:21]=[CH:20][C:6]([O:7][C:8]2[CH:19]=[CH:18][C:11]([O:12][CH:13]([CH3:17])[C:14](F)=[O:15])=[CH:10][CH:9]=2)=[CH:5][CH:4]=1.[Tl].[C:25]1(=[O:30])[CH2:28][C:27](=[O:29])[CH2:26]1>>[F:1][C:2]([F:23])([F:22])[C:3]1[CH:21]=[CH:20][C:6]([O:7][C:8]2[CH:19]=[CH:18][C:11]([O:12][CH:13]([CH3:17])[C:14]([CH:26]3[C:27](=[O:29])[CH2:28][C:25]3=[O:30])=[O:15])=[CH:10][CH:9]=2)=[CH:5][CH:4]=1 |^1:23|. Procedure: In the same manner, 2-[4-(4-trifluoromethylphenoxy)phenoxy]propionic acid fluoride is reacted with the thallium salt of cyclobutane-1,3-dione to yield 2-[[2-[4-(4-trifluoromethylphenoxy)phenoxy]propionyl]]cyclobutane-1,3-dione (V; Y is H, Z is CF3, R1 is CH3 and n is zero). The reactants are C(C)N1N=C(C=C1N)C1=CC=NC=C1 (1-ethyl-3-(pyridin-4-yl)-1H-pyrazol-5-amine), C(=O)(OC(C)(C)C)N[C@@H](CC1=CC=CC=C1)C(=O)O (Boc-L-phenylalanine), C(CCl)Cl (EDC). The reagents and catalysts are CN(C1=CC=NC=C1)C (4-dimethylaminopyridine). Run in ClCCl (dichloromethane). Conditions: time 4 hour. The product is C(C)N1N=C(C=C1NC([C@H](CC1=CC=CC=C1)NC(OC(C)(C)C)=O)=O)C1=CC=NC=C1 (Tert-butyl (S)-1-(1-ethyl-3-(pyridin-4-yl)-1H-pyrazol-5-ylamino)-1-oxo-3-phenylpropan-2-ylcarbamate). Isolated yield 86.9%. RXN SMILES: [CH2:1]([N:3]1[C:7]([NH2:8])=[CH:6][C:5]([C:9]2[CH:14]=[CH:13][N:12]=[CH:11][CH:10]=2)=[N:4]1)[CH3:2].[C:15]([NH:22][C@H:23]([C:31](O)=[O:32])[CH2:24][C:25]1[CH:30]=[CH:29][CH:28]=[CH:27][CH:26]=1)([O:17][C:18]([CH3:21])([CH3:20])[CH3:19])=[O:16].C(Cl)CCl>CN(C)C1C=CN=CC=1.ClCCl>[CH2:1]([N:3]1[C:7]([NH:8][C:31](=[O:32])[C@@H:23]([NH:22][C:15](=[O:16])[O:17][C:18]([CH3:19])([CH3:20])[CH3:21])[CH2:24][C:25]2[CH:30]=[CH:29][CH:28]=[CH:27][CH:26]=2)=[CH:6][C:5]([C:9]2[CH:14]=[CH:13][N:12]=[CH:11][CH:10]=2)=[N:4]1)[CH3:2]. Procedure: To a 25 ml flask was added 1-ethyl-3-(pyridin-4-yl)-1H-pyrazol-5-amine 20.2.0 (283 mg, 1.50 mmole), Boc-L-phenylalanine (439 mg, 1.65 mmole), EDC (375 mg, 1.95 mmole), 4-dimethylaminopyridine (202 mg, 1.65 mmole) and 5 ml of dichloromethane. The reaction was stirred at room temperature for 4 hours at which time the solvent was removed by rotary evaporation. The residue was suspended in ethyl acetate, and washed successively with saturated sodium bicarbonate, water and brine. The organic layer wa... Reactants: [Na].ClC1=CC=C(C(=O)C2=CC=C(N2CCC2C(OC(OC2=O)(C)C)=O)Cl)C=C1 (5-(4-chlorobenzoyl)-2-chloro-1-[2-(2,2-dimethyl-4,6-dioxo-1,3-dioxan-5-yl)ethyl]pyrrole sodium salt), CO (methanol), CO (methanol). Solvent: Cl (hydrogen chloride). Run at temperature 0 celsius, time 3 hour. Yields the product ClC1=CC=C(C(=O)C2=CC=C(N2CCC(C(=O)OC)C(=O)OC)Cl)C=C1 (5-(4-chlorobenzoyl)-2-chloro-1-[3,3-di(methoxycarbonyl)propyl]pyrrole). RXN SMILES: [Na].[Cl:2][C:3]1[CH:28]=[CH:27][C:6]([C:7]([C:9]2[N:13]([CH2:14][CH2:15][CH:16]3[C:21](=[O:22])[O:20][C:19](C)(C)[O:18][C:17]3=[O:25])[C:12]([Cl:26])=[CH:11][CH:10]=2)=[O:8])=[CH:5][CH:4]=1.[CH3:29]O>Cl>[Cl:2][C:3]1[CH:28]=[CH:27][C:6]([C:7]([C:9]2[N:13]([CH2:14][CH2:15][CH:16]([C:21]([O:20][CH3:19])=[O:22])[C:17]([O:18][CH3:29])=[O:25])[C:12]([Cl:26])=[CH:11][CH:10]=2)=[O:8])=[CH:5][CH:4]=1 |f:0.1,^1:0|. Reported procedure: The 5-(4-chlorobenzoyl)-2-chloro-1-[2-(2,2-dimethyl-4,6-dioxo-1,3-dioxan-5-yl)ethyl]pyrrole sodium salt from Example 3A was dissolved in methanol saturated with hydrogen chloride (30 ml) and stirred at 0° C. for three hours. The solution was diluted with methanol (30 ml) and allowed to warm to room temperature, and was then stirred for another four hours. The solvent was then evaporated under reduced pressure at 10°-20° C. The residue was partitioned between ether and water (150 ml+150 ml), and ... The reactants are BrC=1C=C(C=CC1)Cl (3-bromochlorobenzene), R,S-BINAP, R,S-BINAP, C(C)OC(=O)C=1NC=CC1N (3-amino-1H-pyrrole-2-carboxylic acid ethyl ester), BrC=1C=C(C=CC1)Cl (3-bromochlorobenzene), C=1C=CC(=CC1)P(C=2C=CC=CC2)C3=CC=C4C=CC=CC4=C3C5=C6C=CC=CC6=CC=C5P(C=7C=CC=CC7)C=8C=CC=CC8 (rac-BINAP), C([O-])([O-])=O.[Cs+].[Cs+] (cesium carbonate). The reagents and catalysts are C=1C=CC(=CC1)/C=C/C(=O)/C=C/C2=CC=CC=C2.C=1C=CC(=CC1)/C=C/C(=O)/C=C/C2=CC=CC=C2.C=1C=CC(=CC1)/C=C/C(=O)/C=C/C2=CC=CC=C2.[Pd].[Pd] (Pd2(dba)3), C=1C=CC(=CC1)/C=C/C(=O)/C=C/C2=CC=CC=C2.C=1C=CC(=CC1)/C=C/C(=O)/C=C/C2=CC=CC=C2.C=1C=CC(=CC1)/C=C/C(=O)/C=C/C2=CC=CC=C2.[Pd].[Pd] (Pd2(dba)3), C=1C=CC(=CC1)/C=C/C(=O)/C=C/C2=CC=CC=C2.C=1C=CC(=CC1)/C=C/C(=O)/C=C/C2=CC=CC=C2.C=1C=CC(=CC1)/C=C/C(=O)/C=C/C2=CC=CC=C2.[Pd].[Pd] (Pd2(dba)3). Solvent: C(C)O (ethanol). Conditions: temperature 100 celsius, time 8 hour. The product is ClC=1C=C(C=CC1)NC1=C(NC=C1)C(=O)OCC (Ethyl 3[(3-chlorophenyl)amino]-1H-pyrrole-2-carboxylate). Yield: 15.1%. As a reaction SMILES: [CH2:1]([O:3][C:4]([C:6]1[NH:7][CH:8]=[CH:9][C:10]=1[NH2:11])=[O:5])[CH3:2].Br[C:13]1[CH:14]=[C:15]([Cl:19])[CH:16]=[CH:17][CH:18]=1.C1C=CC(P(C2C(C3C(P(C4C=CC=CC=4)C4C=CC=CC=4)=CC=C4C=3C=CC=C4)=C3C(C=CC=C3)=CC=2)C2C=CC=CC=2)=CC=1.C(=O)([O-])[O-].[Cs+].[Cs+]>C1C=CC(/C=C/C(/C=C/C2C=CC=CC=2)=O)=CC=1.C1C=CC(/C=C/C(/C=C/C2C=CC=CC=2)=O)=CC=1.C1C=CC(/C=C/C(/C=C/C2C=CC=CC=2)=O)=CC=1.[Pd].[Pd].C(O)C>[Cl:19][C:15]1[CH:14]=[C:13]([NH:11][C:10]2[CH:9]=[CH:8][NH:7][C:6]=2[C:4]([O:3][CH2:1][CH3:2])=[O:5])[CH:18]=[CH:17][CH:16]=1 |f:3.4.5,6.7.8.9.10|. Procedure details: A mixture of 3-amino-1H-pyrrole-2-carboxylic acid ethyl ester (0.20 g, 1.3 mmol), 3-bromochlorobenzene (0.30 g, 1.6 mmol), Pd2(dba)3 (0.048 g, 0.052 mmol), rac-BINAP (0.048 g, 0.078 mmol) and cesium carbonate (0.59 g, 1.8 mmol) was heated at 100° C. in a sealed microwave vial under nitrogen atmosphere overnight. Additional Pd2(dba)3 (0.10 g, 0.11 mmol) and R,S-BINAP (0.11 g, 0.18 mmol) were added and the reaction was continued stirring at 100° C. overnight. Additional 3-bromochlorobenzene (0.15 ...